Task: describe an organic reaction: reactants, conditions, products, and yield. Dataset: the Open Reaction Database (ORD), a public repository of structured organic reaction records Starting materials: CCO, COc1ccc(O)c(C(N)=O)c1, CCI, [Na]. Yields the product CCOc1ccc(OC)cc1C(N)=O. Reaction SMILES: [CH3:17][CH2:18][OH:19].[CH3:1][O:2][c:3]1[cH:4][cH:5][c:6]([OH:12])[c:7]([C:8](=[O:9])[NH2:10])[cH:11]1.[I:13][CH2:14][CH3:15].[Na:16]>>[CH3:1][O:2][c:3]1[cH:4][cH:5][c:6]([O:12][CH2:14][CH3:15])[c:7]([C:8](=[O:9])[NH2:10])[cH:11]1. Reactants: [Cl-].[NH4+] (ammonium chloride), C(CCC)[Li] (n-Butyllithium), BrC=1C(=C(SC1Br)C1=NC(=NN1C)C1=C(C=CC=C1F)Cl)C (5-(4,5-dibromo-3-methylthien-2-yl)-3-(2-chloro-6-fluorophenyl)-1-methyl-1H-1,2,4-triazole), IC (Iodomethane). Run in C1CCOC1 (THF). Reaction conditions: temperature 25 celsius, time 1 hour. Yields the product ClC1=C(C(=CC=C1)F)C1=NN(C(=N1)C=1SC(=C(C1C)Br)C)C (3-(2-Chloro-6-fluorophenyl)-5-(4-bromo-3,5-dimethylthien-2-yl)-1-methyl-1H-1,2,4-triazole). Isolated yield 46.2%. RXN SMILES: [CH2:1]([Li])CCC.[Br:6][C:7]1[C:8]([CH3:27])=[C:9]([C:13]2[N:17]([CH3:18])[N:16]=[C:15]([C:19]3[C:24]([F:25])=[CH:23][CH:22]=[CH:21][C:20]=3[Cl:26])[N:14]=2)[S:10][C:11]=1Br.IC.[Cl-].[NH4+]>C1COCC1>[Cl:26][C:20]1[CH:21]=[CH:22][CH:23]=[C:24]([F:25])[C:19]=1[C:15]1[N:14]=[C:13]([C:9]2[S:10][C:11]([CH3:1])=[C:7]([Br:6])[C:8]=2[CH3:27])[N:17]([CH3:18])[N:16]=1 |f:3.4|. Procedure: n-Butyllithium (0.7 g, 10.8 mmol) was added dropwise to a solution of 5-(4,5-dibromo-3-methylthien-2-yl)-3-(2-chloro-6-fluorophenyl)-1-methyl-1H-1,2,4-triazole (5 g, 10.8 mmol) in THF (70 mL) at −70° C. and stirred for 1 hour. Iodomethane (1.6 g, 11.29 mmol) was added to the reaction mixture and allowed to warm to 25° C. After adding saturated aq ammonium chloride (10 mL), the organic layer was separated, washed with water, followed by saturated aq sodium chloride (20 mL) and dried over sodium s... The reactants are O=C([O-])[O-], CC1CCN(C(=O)NCCc2ccc(S(=O)(=O)NC(=S)NC3CCCCC3)cc2)C(=O)C1, CC1CCN(C(=O)NCCc2ccc(S(N)(=O)=O)cc2)C(=O)C1, CC(C)=O, CC(=O)O, O=C=NC1CCCCC1, [K+], [K+], O=N[O-], [Na+], O. Yields the product CC1CCN(C(=O)NCCc2ccc(S(=O)(=O)NC(=O)NC3CCCCC3)cc2)C(=O)C1. Reaction SMILES: [C:65](=[O:66])([O-:67])[O-:68].[CH3:1][CH:2]1[CH2:3][C:4](=[O:32])[N:5]([C:8](=[O:9])[NH:10][CH2:11][CH2:12][c:13]2[cH:14][cH:15][c:16]([S:19](=[O:20])(=[O:21])[NH:22][C:23](=[S:24])[NH:25][CH:26]3[CH2:27][CH2:28][CH2:29][CH2:30][CH2:31]3)[cH:17][cH:18]2)[CH2:6][CH2:7]1.[CH3:33][CH:34]1[CH2:35][CH2:36][N:37]([C:38]([NH:39][CH2:40][CH2:42][c:43]2[cH:44][cH:45][c:46]([S:47]([NH2:48])(=[O:49])=[O:50])[cH:51][cH:52]2)=[O:41])[C:53](=[O:54])[CH2:55]1.[CH3:75][C:76](=[O:77])[CH3:78].[CH3:80][C:81](=[O:82])[OH:83].[CH:56]1([N:57]=[C:58]=[O:59])[CH2:60][CH2:61][CH2:62][CH2:63][CH2:64]1.[K+:69].[K+:70].[N:71]([O-:72])=[O:73].[Na+:74].[OH2:79]>>[CH3:1][CH:2]1[CH2:3][C:4](=[O:32])[N:5]([C:8](=[O:9])[NH:10][CH2:11][CH2:12][c:13]2[cH:14][cH:15][c:16]([S:19](=[O:20])(=[O:21])[NH:22][C:23]([NH:25][CH:26]3[CH2:27][CH2:28][CH2:29][CH2:30][CH2:31]3)=[O:41])[cH:17][cH:18]2)[CH2:6][CH2:7]1. Starting materials: [N+](=O)([O-])C1=CC=C(C=C1)C=1N=CNC1 (4-(4-nitrophenyl)-1H-imidazole), [H-].[Na+] (NaH), C[Si](C)(C)CCOCCl (SEMCl). Product: [N+](=O)([O-])C1=CC=C(C=C1)C1=CN=CN1COCC[Si](C)(C)C (5-(4-Nitrophenyl)-1-(2-trimethylsilanyl-ethoxymethyl)-1H-imidazole). The yield is 62.6%. RXN SMILES: [N+:1]([C:4]1[CH:9]=[CH:8][C:7]([C:10]2[N:11]=[CH:12][NH:13][CH:14]=2)=[CH:6][CH:5]=1)([O-:3])=[O:2].[H-].[Na+].[CH3:17][Si:18]([CH2:21][CH2:22][O:23][CH2:24]Cl)([CH3:20])[CH3:19]>>[N+:1]([C:4]1[CH:5]=[CH:6][C:7]([C:10]2[N:11]([CH2:24][O:23][CH2:22][CH2:21][Si:18]([CH3:20])([CH3:19])[CH3:17])[CH:12]=[N:13][CH:14]=2)=[CH:8][CH:9]=1)([O-:3])=[O:2] |f:1.2|. Reported procedure: Reaction of 4-(4-nitrophenyl)-1H-imidazole (160 mg, 0.85 mmol), NaH (60%, 33 mg, 0.82 mmol), and SEMCl (158 uL, 0.89 mmol) followed by column chromatography on silica gel (hexane/EtOAC 3:2) gave the title compound (170 mg, 65%) as a yellow solid. 1H NMR (300 MHz, CDCl3) δ 0.00 (s, 9H), 0.94 (t, 2H, J=7.5 Hz), 3.55 (t, 2H, J=7.5 Hz), 5.33 (s, 2H), 7.50 (s, 1H), 7.69 (s, 1H), 7.94 (d, 2H, J=6.0 Hz), 8.26 (d, 2H, J=6.0 Hz). The reactants are C(F)(F)(F)C(=O)O (CF3CO2H), O=C1N(C2=C(N1C(=O)OC(C)(C)C)C=CC=C2)C2CCSCC2 (tert-Butyl 2-oxo-3-tetrahydro-2H-thiopyran-4-yl-2,3-dihydro-1H-benzimidazole-1-carboxylate). Run in C(Cl)Cl (CH2Cl2). Reaction conditions: time 2 hour. The product is S1CCC(CC1)N1C(NC2=C1C=CC=C2)=O (1-Tetrahydro-2H-thiopyran-4-yl-1,3-dihydro-2H-benzimidazol-2-one). Reaction SMILES: C(C(O)=O)(F)(F)F.[O:8]=[C:9]1[N:13](C(OC(C)(C)C)=O)[C:12]2[CH:21]=[CH:22][CH:23]=[CH:24][C:11]=2[N:10]1[CH:25]1[CH2:30][CH2:29][S:28][CH2:27][CH2:26]1>C(Cl)Cl>[S:28]1[CH2:27][CH2:26][CH:25]([N:10]2[C:11]3[CH:24]=[CH:23][CH:22]=[CH:21][C:12]=3[NH:13][C:9]2=[O:8])[CH2:30][CH2:29]1. Reported procedure: CF3CO2H (1 mL) was added to a solution of tert-butyl 2-oxo-3-tetrahydro-2H-thiopyran-4-yl-2,3-dihydro-1H-benzimidazole-1-carboxylate from Step A (210 mg, 0.628 mmol) in CH2Cl2 (3 mL). After 2 h, the mixture was concentrated in vacuo to give the title compound. MS: m/z=235 (M+1). Starting materials: C(C1=CC=CC=C1)N1[C@H](C(=O)O)CCC1 (N-benzylproline), S(=O)(Cl)Cl (thionyl chloride), CNC=1C(C(=O)OCC)=CC=CC1 (ethyl N-methylanthranilate). Solvent: C1=CC=CC=C1 (benzene). Yields the product C(C1=CC=CC=C1)N1C(CCC1)C(=O)N(C=1C(C(=O)OCC)=CC=CC1)C (ethyl N-(N-benzyl-2-pyrrolidinylcarbonyl)-N-methylanthranilate). RXN SMILES: [CH2:1]([N:8]1[CH2:15][CH2:14][CH2:13][C@H:9]1[C:10]([OH:12])=O)[C:2]1[CH:7]=[CH:6][CH:5]=[CH:4][CH:3]=1.S(Cl)(Cl)=O.[CH3:20][NH:21][C:22]1[C:23](=[CH:29][CH:30]=[CH:31][CH:32]=1)[C:24]([O:26][CH2:27][CH3:28])=[O:25]>C1C=CC=CC=1>[CH2:1]([N:8]1[CH2:15][CH2:14][CH2:13][CH:9]1[C:10]([N:21]([CH3:20])[C:22]1[C:23](=[CH:29][CH:30]=[CH:31][CH:32]=1)[C:24]([O:26][CH2:27][CH3:28])=[O:25])=[O:12])[C:2]1[CH:3]=[CH:4][CH:5]=[CH:6][CH:7]=1. Reported procedure: A mixture of 21 g. of N-benzylproline and 300 ml. of benzene is stirred and 12 g. of thionyl chloride is added dropwise. The reaction mixture is heated on the steam bath for 2 hours, and 18 g. of ethyl N-methylanthranilate are added. The mixture is heated at reflux temperature for 6 hours, washed with dilute sodium hydroxide and concentrated. The residue is purified by partition chromatography and ethyl N-(N-benzyl-2-pyrrolidinylcarbonyl)-N-methylanthranilate is obtained.